From a dataset of the Open Reaction Database (ORD), a public repository of structured organic reaction records. describe an organic reaction: reactants, conditions, products, and yield The reactants are C#CC(=O)O, O, OCCCCCCCc1ccccc1, Cc1ccc(S(=O)(=O)O)cc1, c1ccccc1. Yields the product C#CC(=O)OCCCCCCCc1ccccc1. RXN SMILES: [C:15]([C:16]#[CH:17])(=[O:18])[OH:19].[OH2:37].[c:1]1([CH2:7][CH2:8][CH2:9][CH2:10][CH2:11][CH2:12][CH2:13][OH:14])[cH:2][cH:3][cH:4][cH:5][cH:6]1.[c:20]1([CH3:21])[cH:22][cH:23][c:24]([S:25]([OH:26])(=[O:27])=[O:28])[cH:29][cH:30]1.[cH:31]1[cH:32][cH:33][cH:34][cH:35][cH:36]1>>[c:1]1([CH2:7][CH2:8][CH2:9][CH2:10][CH2:11][CH2:12][CH2:13][O:14][C:15]([C:16]#[CH:17])=[O:18])[cH:2][cH:3][cH:4][cH:5][cH:6]1. Reactants: C12(CC3CC(CC(C1)C3)C2)C=2C=C(C(=O)OC)C=CC2O (methyl 3-(1-adamantyl)-4-hydroxybenzoate), C(C1=CC=CC=C1)Br (benzyl bromide). The product is C12(CC3CC(CC(C1)C3)C2)C=2C=C(C(=O)OC)C=CC2OCC2=CC=CC=C2 (Methyl 3-(1-adamantyl)-4-(benzyloxy)benzoate). Reaction SMILES: [C:1]12([C:11]3[CH:12]=[C:13]([CH:18]=[CH:19][C:20]=3[OH:21])[C:14]([O:16][CH3:17])=[O:15])[CH2:10][CH:5]3[CH2:6][CH:7]([CH2:9][CH:3]([CH2:4]3)[CH2:2]1)[CH2:8]2.[CH2:22](Br)[C:23]1[CH:28]=[CH:27][CH:26]=[CH:25][CH:24]=1>>[C:1]12([C:11]3[CH:12]=[C:13]([CH:18]=[CH:19][C:20]=3[O:21][CH2:22][C:23]3[CH:28]=[CH:27][CH:26]=[CH:25][CH:24]=3)[C:14]([O:16][CH3:17])=[O:15])[CH2:2][CH:3]3[CH2:9][CH:7]([CH2:6][CH:5]([CH2:4]3)[CH2:10]1)[CH2:8]2. Procedure details: 57 g (200 mM) of methyl 3-(1-adamantyl)-4-hydroxybenzoate are treated with benzyl bromide under the conditions described in Example 5(a) to lead to 69.5 g (92.4%) of the expected derivative, of melting point 127° C. The reactants are C(C1=CC=CC=C1)OC(=O)N1C(C2=C(CC1)N=C(S2)Br)C2=C(C=CC(=C2)Cl)OCC(=O)O ((±)-2-bromo-4-(2-carboxymethoxy-5-chloro-phenyl)-6,7-dihydro-4H-thiazolo[5,4-c]pyridine-5-carboxylic acid benzyl ester), CNC (dimethylamine). The solvent is C1CCOC1 (THF). Product: C(C1=CC=CC=C1)OC(=O)N1C(C2=C(CC1)N=C(S2)N(C)C)C2=C(C=CC(=C2)Cl)OCC(=O)O ((±)-4-(2-Carboxymethoxy-5-chloro-phenyl)-2-dimethylamino-6,7-dihydro-4H-thiazolo[5,4-c]pyridine-5-carboxylic acid benzyl ester). Reaction SMILES: [CH2:1]([O:8][C:9]([N:11]1[CH2:16][CH2:15][C:14]2[N:17]=[C:18](Br)[S:19][C:13]=2[CH:12]1[C:21]1[CH:26]=[C:25]([Cl:27])[CH:24]=[CH:23][C:22]=1[O:28][CH2:29][C:30]([OH:32])=[O:31])=[O:10])[C:2]1[CH:7]=[CH:6][CH:5]=[CH:4][CH:3]=1.[CH3:33][NH:34][CH3:35]>C1COCC1>[CH2:1]([O:8][C:9]([N:11]1[CH2:16][CH2:15][C:14]2[N:17]=[C:18]([N:34]([CH3:35])[CH3:33])[S:19][C:13]=2[CH:12]1[C:21]1[CH:26]=[C:25]([Cl:27])[CH:24]=[CH:23][C:22]=1[O:28][CH2:29][C:30]([OH:32])=[O:31])=[O:10])[C:2]1[CH:7]=[CH:6][CH:5]=[CH:4][CH:3]=1. Procedure: A solution of (±)-2-bromo-4-(2-carboxymethoxy-5-chloro-phenyl)-6,7-dihydro-4H-thiazolo[5,4-c]pyridine-5-carboxylic acid benzyl ester (21 mg, 0.04 mmol, 1.0 eq.) in 2M dimethylamine in THF (0.5 mL) was heated at 80° C. for 18 hours. The reaction mixture was allowed to cool to r.t. and concentrated in vacuo. The residue was taken up in DMF, filtered, and purified by prep. HPLC (column: Atlantis, 30×75 mm, 10 um, UV/MS, acidic conditions) and concentrated in vacuo to give the title compound as a wh... Starting materials: C1(CCCCC1)C(=O)OC (methyl cyclohexanecarboxylate), C(C)O (ethanol), O.NN (hydrazine monohydrate). Run in O (water). Product: C1(CCCCC1)C(=O)NN (cyclohexanohydrazide). The yield is 58.0%. As a reaction SMILES: [CH:1]1([C:7]([O:9]C)=O)[CH2:6][CH2:5][CH2:4][CH2:3][CH2:2]1.C(O)C.O.[NH2:15][NH2:16]>O>[CH:1]1([C:7]([NH:15][NH2:16])=[O:9])[CH2:6][CH2:5][CH2:4][CH2:3][CH2:2]1 |f:2.3|. Procedure details: First, 5.0 g of methyl cyclohexanecarboxylate and 50 mL of ethanol were put in a 100 mL three-neck flask, and stirred. Then, 5 mL of hydrazine monohydrate was added to this mixed solution, and heated and stirred at 80° C. for 9 hours to be reacted. The reaction mixture was added to 100 mL of water, and a white solid was precipitated. Ethyl acetate was added to this suspension, whereby an organic layer and an aqueous layer were separated. The resulting organic layer was washed with saturated sali... Starting materials: NC1=CC=C(C=N1)CNC(OC(C)(C)C)=O (tert-butyl (6-aminopyridin-3-yl)methylcarbamate), COC1=CC=C2C(=CC=NC2=C1)OC1=CC2=C(C(=C(O2)C)C(=O)O)C=C1 (6-[(7-methoxyquinolin-4-yl)oxy]-2-methyl-1-benzofuran-3-carboxylic acid), C(=O)(C(F)(F)F)O (TFA). Reaction SMILES: [NH2:1][C:2]1[N:7]=[CH:6][C:5]([CH2:8][NH:9]C(=O)OC(C)(C)C)=[CH:4][CH:3]=1.[CH3:17][O:18][C:19]1[CH:28]=[C:27]2[C:22]([C:23]([O:29][C:30]3[CH:42]=[CH:41][C:33]4[C:34]([C:38](O)=[O:39])=[C:35]([CH3:37])[O:36][C:32]=4[CH:31]=3)=[CH:24][CH:25]=[N:26]2)=[CH:21][CH:20]=1.C(O)(C(F)(F)F)=O>C(Cl)Cl>[NH2:9][CH2:8][C:5]1[CH:4]=[CH:3][C:2]([NH:1][C:38]([C:34]2[C:33]3[CH:41]=[CH:42][C:30]([O:29][C:23]4[C:22]5[C:27](=[CH:28][C:19]([O:18][CH3:17])=[CH:20][CH:21]=5)[N:26]=[CH:25][CH:24]=4)=[CH:31][C:32]=3[O:36][C:35]=2[CH3:37])=[O:39])=[N:7][CH:6]=1. The product is NCC=1C=CC(=NC1)NC(=O)C1=C(OC2=C1C=CC(=C2)OC2=CC=NC1=CC(=CC=C21)OC)C (N[5-(aminomethyl)pyridin-2-yl]-6-[(7-methoxyquinolin-4-yl)oxy]-2-methyl-1-benzofuran-3-carboxamide). Run in C(Cl)Cl (CH2Cl2). Procedure details: 117-C was coupled with 6-[(7-methoxyquinolin-4-yl)oxy]-2-methyl-1-benzofuran-3-carboxylic acid 117-D (as prepared in Scheme II discussed previously). After work up the mixture was treated with 50% TFA in CH2Cl2 to give N[5-(aminomethyl)pyridin-2-yl]-6-[(7-methoxyquinolin-4-yl)oxy]-2-methyl-1-benzofuran-3-carboxamide 117-E. Reactants: CC1CN(c2ccncc2[N+](=O)[O-])CC(O[Si](C)(C)C(C)(C)C)C1O[Si](C)(C)C(C)(C)C, CCO, [H][H]. The product is CC1CN(c2ccncc2N)CC(O[Si](C)(C)C(C)(C)C)C1O[Si](C)(C)C(C)(C)C. Reaction SMILES: [C:1]([CH3:2])([CH3:3])([CH3:4])[Si:5]([O:6][CH:7]1[CH2:8][N:9]([c:22]2[c:23]([N+:28]([O-:29])=[O:30])[cH:24][n:25][cH:26][cH:27]2)[CH2:10][CH:11]([CH3:21])[CH:12]1[O:13][Si:14]([CH3:15])([CH3:16])[C:17]([CH3:18])([CH3:19])[CH3:20])([CH3:31])[CH3:32].[CH3:35][CH2:36][OH:37].[H:33][H:34]>>[C:1]([CH3:2])([CH3:3])([CH3:4])[Si:5]([O:6][CH:7]1[CH2:8][N:9]([c:22]2[c:23]([NH2:28])[cH:24][n:25][cH:26][cH:27]2)[CH2:10][CH:11]([CH3:21])[CH:12]1[O:13][Si:14]([CH3:15])([CH3:16])[C:17]([CH3:18])([CH3:19])[CH3:20])([CH3:31])[CH3:32].